Dataset: the Open Reaction Database (ORD), a public repository of structured organic reaction records. Task: describe an organic reaction: reactants, conditions, products, and yield Starting materials: ClC1=CC=C(CNC(=O)C=2C=NC3=CC=C(C=C3C2O)C#CCO)C=C1 (N-(4-chlorobenzyl)-4-hydroxy-6-(3-hydroxy-1-propynyl)-3-quinolinecarboxamide), C#C (acetylene), 134, CO (MeOH). The reagents and catalysts are [Pd] (Pd/C). Solvent: C(Cl)Cl (CH2Cl2), CCOCC (ether). Run at time 25 minute. Yields the product ClC1=CC=C(CNC(=O)C=2C=NC3=CC=C(C=C3C2O)CCCO)C=C1 (N-(4-Chlorobenzyl)-4-hydroxy-6-(3-hydroxypropyl)-3-quinolinecarboxamide). The yield is 14.0%. As a reaction SMILES: [Cl:1][C:2]1[CH:26]=[CH:25][C:5]([CH2:6][NH:7][C:8]([C:10]2[CH:11]=[N:12][C:13]3[C:18]([C:19]=2[OH:20])=[CH:17][C:16]([C:21]#[C:22][CH2:23][OH:24])=[CH:15][CH:14]=3)=[O:9])=[CH:4][CH:3]=1.CO.C#C>C(Cl)Cl.CCOCC.[Pd]>[Cl:1][C:2]1[CH:3]=[CH:4][C:5]([CH2:6][NH:7][C:8]([C:10]2[CH:11]=[N:12][C:13]3[C:18]([C:19]=2[OH:20])=[CH:17][C:16]([CH2:21][CH2:22][CH2:23][OH:24])=[CH:15][CH:14]=3)=[O:9])=[CH:25][CH:26]=1. Procedure: A mixture of N-(4-chlorobenzyl)-4-hydroxy-6-(3-hydroxy-1-propynyl)-3-quinolinecarboxamide from Example No. 134 (231.0 mg) and Pd/C (10%, 46.2 mg) are dissolved in 40 mL 3:1 CH2Cl2 :MeOH. The reaction mixture is placed under the Parr hydrogenator at 26 psi and monitored with the OAMS for complete reduction of the acetylene. The reaction is complete in 25 min and filtered over celite to remove the palladium. The filtrate is condensed to obtain a solid. The solid is suspended in ether, filtered, an... As a reaction SMILES: [H-].[Al+3].[Li+].[H-].[H-].[H-].[F:7][C:8]1[CH:13]=[CH:12][C:11]([C:14]2([CH2:19][CH2:20][CH2:21][N:22]([CH2:24][C:25]([N:27]3[CH2:32][CH2:31][CH:30]([O:33][C:34]4[CH:39]=[CH:38][C:37]([Cl:40])=[CH:36][CH:35]=4)[CH2:29][CH2:28]3)=O)[CH3:23])[O:18][CH2:17][CH2:16][O:15]2)=[CH:10][CH:9]=1.C([O-])(=O)C([O-])=O.[OH-].[Na+].C1(N)C(F)=C(F)C(F)=C(N)C=1F.[ClH:61].Cl>C1COCC1.O>[ClH:40].[ClH:61].[F:7][C:8]1[CH:13]=[CH:12][C:11]([C:14]2([CH2:19][CH2:20][CH2:21][N:22]([CH2:24][CH2:25][N:27]3[CH2:28][CH2:29][CH:30]([O:33][C:34]4[CH:35]=[CH:36][C:37]([Cl:40])=[CH:38][CH:39]=4)[CH2:31][CH2:32]3)[CH3:23])[O:15][CH2:16][CH2:17][O:18]2)=[CH:10][CH:9]=1 |f:0.1.2.3.4.5,8.9,10.11.12,15.16.17|. The product is Cl.Cl.FC1=CC=C(C=C1)C1(OCCO1)CCCN(C)CCN1CCC(CC1)OC1=CC=C(C=C1)Cl (1-{2-{N-{3-[2-(4-Fluorophenyl)-1,3-dioxolan-2-yl]propyl}-N-methylamino}ethyl}-4-(4-chlorophenoxy)piperidine dihydrochloride). Starting materials: [OH-].[Na+] (NaOH), [H-].[Al+3].[Li+].[H-].[H-].[H-] (lithium aluminum hydride), C1(=C(C(=C(C(=C1F)F)F)N)F)N.Cl.Cl (dihydrochloride), FC1=CC=C(C=C1)C1(OCCO1)CCCN(C)CC(=O)N1CCC(CC1)OC1=CC=C(C=C1)Cl (1-{N-{3-[2-(4-fluorophenyl)-1,3-dioxolan-2-yl]-propyl}-N-methylaminoacetyl}-4-(4-chlorophenoxy)piperidine), C(C(=O)[O-])(=O)[O-] (oxalate). Solvent: C1CCOC1 (THF), O (water), O (water), C1CCOC1 (THF). Procedure: To a suspension of 4.68 g of lithium aluminum hydride (61.7 mmol, 50% in oil; washed 3 times with hexane) in 160 ml of THF was added dropwise a solution of 1-{N-{3-[2-(4-fluorophenyl)-1,3-dioxolan-2-yl]-propyl}-N-methylaminoacetyl}-4-(4-chlorophenoxy)piperidine (liberated from 34.7 g, 0.105 mol, of the oxalate) in 160 ml of dry THF. The mixture was stirred at reflux for 16 hours, allowed to cool to room temperature and subsequently cooled in an ice bath. To the mixture were added slowly, dropwis... The reactants are CCO, NC(=O)CC(C(=O)OCc1ccccc1)c1ccc(Br)cc1, O=[Pt]=O. Product: NC(=O)CC(C(=O)O)c1ccc(Br)cc1. RXN SMILES: [CH3:23][CH2:24][OH:25].[NH2:1][C:2]([CH2:3][CH:4]([C:5](=[O:6])[O:7][CH2:8][c:9]1[cH:10][cH:11][cH:12][cH:13][cH:14]1)[c:15]1[cH:16][cH:17][c:18]([Br:21])[cH:19][cH:20]1)=[O:22].[Pt:26](=[O:27])=[O:28]>>[NH2:1][C:2]([CH2:3][CH:4]([C:5](=[O:6])[OH:7])[c:15]1[cH:16][cH:17][c:18]([Br:21])[cH:19][cH:20]1)=[O:22]. The reactants are BrC=1C=NC=C(C1)C1=CN=CO1 (3-bromo-5-oxazol-5-yl-pyridine), rac-trans-N,N′-dimethylcyclohexane diamine, OC1=NC=CC=C1 (2-hydroxypyridine), C(=O)([O-])[O-].[K+].[K+] (K2CO3). Run in O1CCOCC1 (1,4-dioxane). Conditions: temperature 120 celsius. Product: O1C=NC=C1C=1C=C(C=NC1)N1C(C=CC=C1)=O (5′-Oxazol-5-yl-[1,3′]bipyridinyl-2-one), solid. Isolated yield 71.0%. Reaction SMILES: Br[C:2]1[CH:3]=[N:4][CH:5]=[C:6]([C:8]2[O:12][CH:11]=[N:10][CH:9]=2)[CH:7]=1.[OH:13][C:14]1[CH:19]=[CH:18][CH:17]=[CH:16][N:15]=1.C([O-])([O-])=O.[K+].[K+]>O1CCOCC1>[O:12]1[C:8]([C:6]2[CH:7]=[C:2]([N:15]3[CH:16]=[CH:17][CH:18]=[CH:19][C:14]3=[O:13])[CH:3]=[N:4][CH:5]=2)=[CH:9][N:10]=[CH:11]1 |f:2.3.4|. Procedure details: To an oven-dried sealed tube containing a solution of 3-bromo-5-oxazol-5-yl-pyridine VIII-a (1.00 g, 4.44 mol) in degassed 1,4-dioxane (20 mL) was added 2-hydroxypyridine (507 mg, 5.33 mmol), K2CO3 (1.23 g, 1.78 mmol), Cut (169 mg, 0.899 mmol) and rac-trans-N,N′-dimethylcyclohexane diamine (280 μL, 1.78 mmol). The tube was flushed with argon and sealed then heated in an oil bath at 120° C. overnight. After cooling to RT, the mixture was filtered and the filter cake washed with 1,4-dioxane. The m... Reactants: CC(C)(C)[Si](C)(C)O[Si](C)(C)C(C)(C)C, CN(C)c1ccccn1, CS(=O)(=O)Cl, CC(=O)O, COc1cc(C(=O)N2CC(CCO)OC2c2ccc(Cl)c(Cl)c2)cc(OC)c1OC, Cl, [Na+], C1CCOC1, O, O=C([O-])O. The product is COc1cc(C(=O)N2CC(CCO)OC2c2ccc(Cl)c(Cl)c2)cc(OC)c1OC, CS(=O)(=O)O. Reaction SMILES: [C:1]([Si:2]([O:3][Si:4]([CH3:5])([CH3:6])[C:7]([CH3:8])([CH3:9])[CH3:10])([CH3:11])[CH3:12])([CH3:13])([CH3:14])[CH3:15].[CH3:51][N:52]([c:53]1[cH:54][cH:55][cH:56][cH:57][n:58]1)[CH3:59].[CH3:60][S:61]([Cl:62])(=[O:63])=[O:64].[CH3:66][C:67](=[O:68])[OH:69].[Cl:16][c:17]1[cH:18][c:19]([CH:24]2[O:25][CH:26]([CH2:43][CH2:44][OH:45])[CH2:27][N:28]2[C:29]([c:30]2[cH:31][c:32]([O:40][CH3:41])[c:33]([O:38][CH3:39])[c:34]([O:36][CH3:37])[cH:35]2)=[O:42])[cH:20][cH:21][c:22]1[Cl:23].[ClH:65].[Na+:46].[O:70]1[CH2:71][CH2:72][CH2:73][CH2:74]1.[OH2:75].[OH:47][C:48](=[O:49])[O-:50]>>[Cl:16][c:17]1[cH:18][c:19]([CH:24]2[O:25][CH:26]([CH2:43][CH2:44][OH:45])[CH2:27][N:28]2[C:29]([c:30]2[cH:31][c:32]([O:40][CH3:41])[c:33]([O:38][CH3:39])[c:34]([O:36][CH3:37])[cH:35]2)=[O:42])[cH:20][cH:21][c:22]1[Cl:23].[O:47]=[S:61]([CH3:60])(=[O:63])[OH:64]. The reactants are COC([C@H](C)NC1=NC(=CC=C1[N+](=O)[O-])Cl)=O ((S)-2-(6-chloro-3-nitro-pyridin-2-ylamino)-propionic acid methyl ester), COC1=CC=C(CN)C=C1 (4-methoxy-benzylamine). The solvent is CCO (EtOH). Reaction conditions: time 16 hour. Yields the product COC([C@H](C)NC1=NC(=CC=C1[N+](=O)[O-])NCC1=CC=C(C=C1)OC)=O ((S)-2-[6-(4-methoxy-benzylamino)-3-nitro-pyridin-2-ylamino]-propionic acid methyl ester). Isolated yield 57.0%. As a reaction SMILES: [CH3:1][O:2][C:3](=[O:17])[C@@H:4]([NH:6][C:7]1[C:12]([N+:13]([O-:15])=[O:14])=[CH:11][CH:10]=[C:9](Cl)[N:8]=1)[CH3:5].[CH3:18][O:19][C:20]1[CH:27]=[CH:26][C:23]([CH2:24][NH2:25])=[CH:22][CH:21]=1>CCO>[CH3:1][O:2][C:3](=[O:17])[C@@H:4]([NH:6][C:7]1[C:12]([N+:13]([O-:15])=[O:14])=[CH:11][CH:10]=[C:9]([NH:25][CH2:24][C:23]2[CH:26]=[CH:27][C:20]([O:19][CH3:18])=[CH:21][CH:22]=2)[N:8]=1)[CH3:5]. Procedure: To a solution of (S)-2-(6-chloro-3-nitro-pyridin-2-ylamino)-propionic acid methyl ester (1.90 g, 7.3 mmol, 1.0 equiv) in EtOH (20 mL) was added 4-methoxy-benzylamine (1.4 mL, 11.0 mmol, 1.5 equiv) and the reaction mixture was stirred at ambient temperature for 16 h. The solvent was evaporated and the crude product was triturated with methanol to afford (S)-2-[6-(4-methoxy-benzylamino)-3-nitro-pyridin-2-ylamino]-propionic acid methyl ester (1.5 g) as a yellow solid. MS: [M+H]+=361. Isolated yield 82.0%. Procedure details: 4.6 g (40 mmol) of thionyl chloride dissolved in 12 ml of anhydrous toluene were dropwise added to a suspension of 9.0 g (20 mmol) of 6-{N-[2,5-di(benzyloxy)benzoyl]amino}hexanoic acid (compound of Example 3) in 60 ml of anhydrous toluene and 0.93 g (13 mmol) of anhydrous dimethylformamide at room temperature during 5 minutes stirring. The reaction mixture was stirred at 50° C. for 1 hour then evaporated under reduced pressure to dryness at a temperature below 50° C. The residue obtained was tho... Product: C(C1=CC=CC=C1)OC1=C(C(=O)NCCCCCC(=O)OCCCCCCCC)C=C(C=C1)OCC1=CC=CC=C1 (octyl 6-{N-[2,5-di(benzyloxy)benzoyl]amino}hexanoate). Reaction SMILES: S(Cl)(Cl)=O.[CH2:5]([O:12][C:13]1[CH:29]=[CH:28][C:27]([O:30][CH2:31][C:32]2[CH:37]=[CH:36][CH:35]=[CH:34][CH:33]=2)=[CH:26][C:14]=1[C:15]([NH:17][CH2:18][CH2:19][CH2:20][CH2:21][CH2:22][C:23]([OH:25])=[O:24])=[O:16])[C:6]1[CH:11]=[CH:10][CH:9]=[CH:8][CH:7]=1.[CH3:38]N(C)C=O.[C:43]1([CH3:49])[CH:48]=[CH:47][CH:46]=[CH:45][CH:44]=1>>[CH2:5]([O:12][C:13]1[CH:29]=[CH:28][C:27]([O:30][CH2:31][C:32]2[CH:33]=[CH:34][CH:35]=[CH:36][CH:37]=2)=[CH:26][C:14]=1[C:15]([NH:17][CH2:18][CH2:19][CH2:20][CH2:21][CH2:22][C:23]([O:25][CH2:38][CH2:44][CH2:45][CH2:46][CH2:47][CH2:48][CH2:43][CH3:49])=[O:24])=[O:16])[C:6]1[CH:11]=[CH:10][CH:9]=[CH:8][CH:7]=1. Reactants: C(C1=CC=CC=C1)OC1=C(C(=O)NCCCCCC(=O)O)C=C(C=C1)OCC1=CC=CC=C1 (6-{N-[2,5-di(benzyloxy)benzoyl]amino}hexanoic acid), compound, CN(C=O)C (dimethylformamide), C1(=CC=CC=C1)C (toluene), S(=O)(Cl)Cl (thionyl chloride), C1(=CC=CC=C1)C (toluene).